This data is from the Open Reaction Database (ORD), a public repository of structured organic reaction records. The task is: describe an organic reaction: reactants, conditions, products, and yield Reactants: CC(=O)Nc1ccc(-c2nc(N3CC4CCC(C3)O4)c3cnn(C4CCCCO4)c3n2)cc1, Cl, C1COCCO1. Product: CC(=O)Nc1ccc(-c2nc(N3CC4CCC(C3)O4)c3cn[nH]c3n2)cc1. As a reaction SMILES: [CH:1]12[CH2:2][N:3]([c:9]3[c:10]4[c:11]([n:12][c:13](-[c:15]5[cH:16][cH:17][c:18]([NH:21][C:22]([CH3:23])=[O:24])[cH:19][cH:20]5)[n:14]3)[n:25]([CH:28]3[CH2:29][CH2:30][CH2:31][CH2:32][O:33]3)[n:26][cH:27]4)[CH2:4][CH:5]([CH2:6][CH2:7]1)[O:8]2.[ClH:34].[O:35]1[CH2:36][CH2:37][O:38][CH2:39][CH2:40]1>>[CH:1]12[CH2:2][N:3]([c:9]3[c:10]4[c:11]([n:12][c:13](-[c:15]5[cH:16][cH:17][c:18]([NH:21][C:22]([CH3:23])=[O:24])[cH:19][cH:20]5)[n:14]3)[nH:25][n:26][cH:27]4)[CH2:4][CH:5]([CH2:6][CH2:7]1)[O:8]2. The reactants are [Mg] (magnesium), ClC(C)CCCCCC (2-chlorooctane), CC(CCCCCC)[Mg]Cl (2-octyl magnesium chloride), C(CCC)[Sn](Cl)(Cl)Cl (mono-n-butyltin trichloride). Run in O1CCCC1 (tetrahydrofuran), C=1(C(=CC=CC1)C)C (xylene). Reaction conditions: time 30 minute. The product is C(CCC)[Sn](C(C)CCCCCC)(C(C)CCCCCC)C(C)CCCCCC (n-butyl tri-2-octyltin). Reaction SMILES: [Mg].Cl[CH:3]([CH2:5][CH2:6][CH2:7][CH2:8][CH2:9][CH3:10])[CH3:4].[CH3:11][CH:12]([Mg]Cl)[CH2:13][CH2:14][CH2:15][CH2:16][CH2:17][CH3:18].[CH2:21]([Sn:25](Cl)(Cl)Cl)[CH2:22][CH2:23][CH3:24]>C1(C)C(C)=CC=CC=1.O1CCCC1>[CH2:21]([Sn:25]([CH:3]([CH2:5][CH2:6][CH2:7][CH2:8][CH2:9][CH3:10])[CH3:4])([CH:12]([CH2:13][CH2:14][CH2:15][CH2:16][CH2:17][CH3:18])[CH3:11])[CH:3]([CH2:5][CH2:6][CH2:7][CH2:8][CH2:9][CH3:10])[CH3:4])[CH2:22][CH2:23][CH3:24]. Procedure: A 1-liter four-necked flask equipped with a thermometer, a condenser, a stirrer and a dropping funnel was charged with 19.4 g (0.8 mole) of magnesium, 118.9 g (0.8 mole) of 2-chlorooctane and 200 g of tetrahydrofuran, and they were reacted in a stream of nitrogen. To the resulting 2-octyl magnesium chloride solution was added dropwise a solution of 67.7 g (0.24 mole) of mono-n-butyltin trichloride in 200 ml of xylene with stirring at room temperature over the course of 30 minutes. The reaction m... The reactants are OC1=C(C(OC2=C1C=CC=C2)=O)C(C=CC2=CC(=CC=C2)OCC#N)=O (4-hydroxy-3-[3-[3-(cyanomethoxy)phenyl]-1-oxo-2-propenyl]-2H-1-benzopyran-2-one), ice water, [H-].[Na+] (sodium hydride), S(=O)(=O)(OC)OC (dimethyl sulfate). Conditions: time 1 hour. The product is COC1=C(C(OC2=C1C=CC=C2)=O)C(C=CC2=CC(=CC=C2)OCC#N)=O (4-methoxy-3-[3-[3-(cyanomethoxy)phenyl]-1-oxo-2-propenyl]-2H-1-benzopyran-2-one). Yield: 19.5%. Reaction SMILES: [OH:1][C:2]1[C:7]2[CH:8]=[CH:9][CH:10]=[CH:11][C:6]=2[O:5][C:4](=[O:12])[C:3]=1[C:13](=[O:26])[CH:14]=[CH:15][C:16]1[CH:21]=[CH:20][CH:19]=[C:18]([O:22][CH2:23][C:24]#[N:25])[CH:17]=1.[H-].[Na+].S(OC)(O[CH3:33])(=O)=O>>[CH3:33][O:1][C:2]1[C:7]2[CH:8]=[CH:9][CH:10]=[CH:11][C:6]=2[O:5][C:4](=[O:12])[C:3]=1[C:13](=[O:26])[CH:14]=[CH:15][C:16]1[CH:21]=[CH:20][CH:19]=[C:18]([O:22][CH2:23][C:24]#[N:25])[CH:17]=1 |f:1.2|. Procedure: To a mixture of 5 ml of hexamethylphosphoramine and 0.40 g of 4-hydroxy-3-[3-[3-(cyanomethoxy)phenyl]-1-oxo-2-propenyl]-2H-1-benzopyran-2-one was added 52 mg of sodium hydride (60% oily), and the mixture was stirred at room temperature for 1 hour. Then, 0.17 g of dimethyl sulfate was added, and the mixture was stirred at room temperature overnight. Thereafter, the reaction mixture was added to ice water, and the mixture was extracted with ethyl acetate. The organic layer washed with an aqueous s... The reactants are C1(CCCC1)C[C@@H](C(=O)O)C1=CC(=C(C=C1)Cl)Cl (3-cyclopentyl-2(R)-(3,4-dichlorophenyl)-propionic acid), C[Si](N[Si](C)(C)C)(C)C (1,1,1,3,3,3-hexamethyldisilazane), solution, C(C(=O)Cl)(=O)Cl (oxalyl chloride). The reagents and catalysts are CN(C=O)C (N,N-dimethylformamide). The solvent is C(Cl)Cl (methylene chloride), C(Cl)Cl (methylene chloride). Conditions: temperature 25 celsius, time 16 hour. Product: hexanes ethyl acetate, C1(CCCC1)C[C@@H](C(=O)N)C1=CC(=C(C=C1)Cl)Cl (3-cyclopentyl-2(R)-(3,4-dichloro-phenyl)-propionamide). The yield is 56.7%. RXN SMILES: [CH:1]1([CH2:6][C@H:7]([C:11]2[CH:16]=[CH:15][C:14]([Cl:17])=[C:13]([Cl:18])[CH:12]=2)[C:8](O)=[O:9])[CH2:5][CH2:4][CH2:3][CH2:2]1.C(Cl)(=O)C(Cl)=O.C[Si](C)(C)[NH:27][Si](C)(C)C>C(Cl)Cl.CN(C)C=O>[CH:1]1([CH2:6][C@H:7]([C:11]2[CH:16]=[CH:15][C:14]([Cl:17])=[C:13]([Cl:18])[CH:12]=2)[C:8]([NH2:27])=[O:9])[CH2:5][CH2:4][CH2:3][CH2:2]1. Procedure: A solution of 3-cyclopentyl-2(R)-(3,4-dichlorophenyl)-propionic acid (105 mg, 0.37 mmol) in methylene chloride (10 mL) and 1 drop of N,N-dimethylformamide was cooled to 0° C. and then treated with a 2.0M solution of oxalyl chloride in methylene chloride (0.18 mL, 0.37 mmol). The reaction was stirred for 30 min at 0° C., at which time, 1,1,1,3,3,3-hexamethyldisilazane (0.25 mL, 1.17 mmol) was added to the reaction mixture. The reaction was then allowed to slowly warm to 25° C. and stirred at 25° ... The product is COC(=O)c1csc(N2CCc3cccc(C(=O)N(COCC[Si](C)(C)C)c4nc5ccccc5s4)c3C2)n1. Reactants: C1CCOC1, C[Si](C)(C)CCOCCl, CCOC(C)=O, COC(=O)c1csc(N2CCc3cccc(C(=O)Nc4nc5ccccc5s4)c3C2)n1. As a reaction SMILES: [CH2:41]1[O:42][CH2:43][CH2:44][CH2:45]1.[CH3:32][Si:33]([CH2:34][CH2:35][O:36][CH2:37][Cl:38])([CH3:39])[CH3:40].[CH3:46][CH2:47][O:48][C:49]([CH3:50])=[O:51].[s:1]1[c:2]([NH:10][C:11](=[O:12])[c:13]2[cH:14][cH:15][cH:16][c:17]3[c:22]2[CH2:21][N:20]([c:23]2[s:24][cH:25][c:26]([C:28](=[O:29])[O:30][CH3:31])[n:27]2)[CH2:19][CH2:18]3)[n:3][c:4]2[c:5]1[cH:6][cH:7][cH:8][cH:9]2>>[s:1]1[c:2]([N:10]([C:11](=[O:12])[c:13]2[cH:14][cH:15][cH:16][c:17]3[c:22]2[CH2:21][N:20]([c:23]2[s:24][cH:25][c:26]([C:28](=[O:29])[O:30][CH3:31])[n:27]2)[CH2:19][CH2:18]3)[CH2:37][O:36][CH2:35][CH2:34][Si:33]([CH3:32])([CH3:39])[CH3:40])[n:3][c:4]2[c:5]1[cH:6][cH:7][cH:8][cH:9]2.